From a dataset of the Open Reaction Database (ORD), a public repository of structured organic reaction records. describe an organic reaction: reactants, conditions, products, and yield The reactants are I(=O)(=O)(=O)[O-].[Na+] (sodium periodate), C(CCCCC)N1CC(C(CC1)(C1=CC(=CC=C1)C=C)C)C (1-Hexyl-3,4-dimethyl-4-(3-vinylphenyl)piperidine). The reagents and catalysts are [Os](=O)(=O)(=O)=O (Osmium tetroxide). Run in O (water), CC(=O)C (acetone). Conditions: time 26 hour. Product: C(CCCCC)N1CC(C(CC1)(C1=CC(=CC=C1)C=O)C)C (1-Hexyl-3,4-dimethyl-4-(3-formylphenyl)piperidine), oil. As a reaction SMILES: [CH2:1]([N:7]1[CH2:12][CH2:11][C:10]([CH3:21])([C:13]2[CH:18]=[CH:17][CH:16]=[C:15]([CH:19]=C)[CH:14]=2)[CH:9]([CH3:22])[CH2:8]1)[CH2:2][CH2:3][CH2:4][CH2:5][CH3:6].I([O-])(=O)(=O)=[O:24].[Na+]>O.CC(C)=O.[Os](=O)(=O)(=O)=O>[CH2:1]([N:7]1[CH2:12][CH2:11][C:10]([CH3:21])([C:13]2[CH:18]=[CH:17][CH:16]=[C:15]([CH:19]=[O:24])[CH:14]=2)[CH:9]([CH3:22])[CH2:8]1)[CH2:2][CH2:3][CH2:4][CH2:5][CH3:6] |f:1.2|. Reported procedure: 1-Hexyl-3,4-dimethyl-4-(3-vinylphenyl)piperidine (Example 26, 200 mg, 0.67 mmol) was dissolved in a mixture of water (2 μL) and acetone (18 mL). Osmium tetroxide (200 μL, 2.5% w/w in tert-butanol) was added, followed by sodium periodate (572 mg, 2.68 mmol) which was added portionwise. The reaction mixture was stirred at room temperature for 26 hours, then it was filtered to remove precipitate and the solvent was removed by evaporation in vacuo. The residue was partitioned between dichloromethane... Starting materials: BrCCCCOC=1C=CC2=C(SC(=C2C2=CC=C(C=C2)Br)C)C1 (6-(4-Bromo-butoxy)-3-(4-bromo-phenyl)-2-methyl-benzo[b]thiophene), COCCNCC (N-(2-methoxy-ethyl)-ethylamine). Product: BrC1=CC=C(C=C1)C=1C2=C(SC1C)C=C(C=C2)OCCCCN(CCOC)CC ({4-[3-(4-Bromo-phenyl)-2-methyl-benzo[b]thiophen-6-yloxy]-butyl}-ethyl-(2-methoxy-ethyl)-amine). Reaction SMILES: Br[CH2:2][CH2:3][CH2:4][CH2:5][O:6][C:7]1[CH:8]=[CH:9][C:10]2[C:14]([C:15]3[CH:20]=[CH:19][C:18]([Br:21])=[CH:17][CH:16]=3)=[C:13]([CH3:22])[S:12][C:11]=2[CH:23]=1.[CH3:24][O:25][CH2:26][CH2:27][NH:28][CH2:29][CH3:30]>>[Br:21][C:18]1[CH:19]=[CH:20][C:15]([C:14]2[C:10]3[CH:9]=[CH:8][C:7]([O:6][CH2:5][CH2:4][CH2:3][CH2:2][N:28]([CH2:29][CH3:30])[CH2:27][CH2:26][O:25][CH3:24])=[CH:23][C:11]=3[S:12][C:13]=2[CH3:22])=[CH:16][CH:17]=1. Procedure details: According to the method in example 31, 6-(4-Bromo-butoxy)-3-(4-bromo-phenyl)-2-methyl-benzo[b]thiophene and N-(2-methoxy-ethyl)-ethylamine were converted to yield {4-[3-(4-Bromo-phenyl)-2-methyl-benzo[b]thiophen-6-yloxy]-butyl}-ethyl-(2-methoxy-ethyl)-amine as yellowish oil, MS: 476 (MH+, 1Br). Yields the product CC(C)OC(=O)c1sc(Cl)nc1C(=O)O. Reactants: CC(C)=O, CC(C)O, [Cl-], CC(C)OC(=O)c1sc(Cl)nc1CO, [Na+], O, O=S(=O)(O)O. As a reaction SMILES: [CH3:24][C:25](=[O:26])[CH3:27].[CH:20]([CH3:21])([CH3:22])[OH:23].[Cl-:29].[Cl:6][c:7]1[s:8][c:9]([C:14](=[O:15])[O:16][CH:17]([CH3:18])[CH3:19])[c:10]([CH2:12][OH:13])[n:11]1.[Na+:30].[OH2:28].[S:1](=[O:2])(=[O:3])([OH:4])[OH:5]>>[Cl:6][c:7]1[s:8][c:9]([C:14](=[O:15])[O:16][CH:17]([CH3:18])[CH3:19])[c:10]([C:12](=[O:13])[OH:23])[n:11]1. Starting materials: C(C)(=O)OC1=CC2=C(N=C(O2)N2[C@@H](CCCC2)C(=O)O)C=C1 ((2S)-1-[6-(acetyloxy)-1,3-benzoxazol-2-yl]-2-piperidinecarboxylic acid), C[C@@H]1N([C@@H](CCC1)C)CCN (2-[(cis)-2,6-dimethyl-1-piperidinyl]ethylamine). The product is N (ammonia), C(C)(=O)OC1=CC2=C(N=C(O2)N2[C@@H](CCCC2)C(=O)NCCN2[C@H](CCC[C@H]2C)C)C=C1 (2-[(2S)-2-[(2-[(cis)-2,6-dimethyl-1-piperidinyl]ethylamino)carbonyl]-1-piperidinyl]-1,3-benzoxazol-6-yl acetate). As a reaction SMILES: [C:1]([O:4][C:5]1[CH:22]=[CH:21][C:8]2[N:9]=[C:10]([N:12]3[CH2:17][CH2:16][CH2:15][CH2:14][C@H:13]3[C:18](O)=[O:19])[O:11][C:7]=2[CH:6]=1)(=[O:3])[CH3:2].[CH3:23][C@H:24]1[CH2:29][CH2:28][CH2:27][C@@H:26]([CH3:30])[N:25]1[CH2:31][CH2:32][NH2:33]>>[NH3:9].[C:1]([O:4][C:5]1[CH:22]=[CH:21][C:8]2[N:9]=[C:10]([N:12]3[CH2:17][CH2:16][CH2:15][CH2:14][C@H:13]3[C:18]([NH:33][CH2:32][CH2:31][N:25]3[C@H:26]([CH3:30])[CH2:27][CH2:28][CH2:29][C@@H:24]3[CH3:23])=[O:19])[O:11][C:7]=2[CH:6]=1)(=[O:3])[CH3:2]. Reported procedure: The title compound was prepared by a similar method to Example 1 from (2S)-1-[6-(acetyloxy)-1,3-benzoxazol-2-yl]-2-piperidinecarboxylic acid [see Preparation 37] and 2-[(cis)-2,6-dimethyl-1-piperidinyl]ethylamine [J. Med. Chem, 27(5), (1984), 684-691]. The crude product was purified by column chromatography on silica gel eluting with a solvent gradient of 100:0:0, changing to 99.4:1.4:0.2, by volume, dichloromethane:methanol:0.88 aqueous ammonia solution, to afford 2-[(2S)-2-[(2-[(cis)-2,6-dimet... The reactants are ClC1=CC=C(S1)C=O (5-chloro-2thiophenecarboxaldehyde), [Cl-].[Al+3].[Cl-].[Cl-] (aluminum chloride), ClCl (chlorine), ClCl (chlorine). The product is ClC=1C=C(SC1Cl)C=O (4,5-dichloro-2-thiophenecarboxaldehyde). RXN SMILES: [Cl:1][C:2]1[S:6][C:5]([CH:7]=[O:8])=[CH:4][CH:3]=1.[Cl-:9].[Al+3].[Cl-].[Cl-].ClCl>C(Cl)Cl.C(Cl)(Cl)(Cl)Cl>[Cl:9][C:3]1[CH:4]=[C:5]([CH:7]=[O:8])[S:6][C:2]=1[Cl:1] |f:1.2.3.4|. Solvent: C(Cl)Cl (methylene chloride), C(Cl)(Cl)(Cl)Cl (carbon tetrachloride), C(Cl)(Cl)(Cl)Cl (carbon tetrachloride). Procedure details: To a mechanically stirred solution of 31.8 grams (0.217 mole) 5-chloro-2thiophenecarboxaldehyde in 150 ml of methylene chloride, 65 grams (0.487 mole) of anhydrous aluminum chloride was added in small portions. The mixture exothermed and turned purple. To this mixture 20.6 grams (0.29 mole) of chlorine in 250 ml of carbon tetrachloride was added dropwise. The reaction mass was refluxed for about 15 hours, and an additional 15 grams (0.21 mole) of chlorine in 200 ml of carbon tetrachloride was ad... Starting materials: COC(=O)C(CSC(C[N+](=O)[O-])c1ccccc1)NC(=O)OC(C)(C)C, CC(=O)O. Reaction SMILES: [C:1]([CH3:2])([CH3:3])([CH3:4])[O:5][C:6](=[O:7])[NH:8][CH:9]([CH2:10][S:11][CH:12]([CH2:13][N+:14]([O-:15])=[O:16])[c:17]1[cH:18][cH:19][cH:20][cH:21][cH:22]1)[C:23](=[O:24])[O:25][CH3:26].[CH3:27][C:28](=[O:29])[OH:30]>>[C:1]([CH3:2])([CH3:3])([CH3:4])[O:5][C:6](=[O:7])[NH:8][CH:9]([CH2:10][S:11][CH:12]([CH2:13][NH2:14])[c:17]1[cH:18][cH:19][cH:20][cH:21][cH:22]1)[C:23](=[O:24])[O:25][CH3:26]. Yields the product COC(=O)C(CSC(CN)c1ccccc1)NC(=O)OC(C)(C)C. Starting materials: CO, Cc1cn(-c2cccc(N)c2[N+](=O)[O-])cn1. Product: Cc1cn(-c2cccc(N)c2N)cn1. Reaction SMILES: [CH3:17][OH:18].[CH3:1][c:2]1[n:3][cH:4][n:5](-[c:7]2[c:8]([N+:14]([O-:15])=[O:16])[c:9]([NH2:13])[cH:10][cH:11][cH:12]2)[cH:6]1>>[CH3:1][c:2]1[n:3][cH:4][n:5](-[c:7]2[c:8]([NH2:14])[c:9]([NH2:13])[cH:10][cH:11][cH:12]2)[cH:6]1. The reactants are CCCC(=O)Cl, CN1CCOCC1, ClCCl, Nc1ccc(N)cc1. Product: CCCC(=O)Nc1ccc(N)cc1. RXN SMILES: [C:16]([CH2:17][CH2:18][CH3:19])(=[O:20])[Cl:21].[CH3:9][N:10]1[CH2:11][CH2:12][O:13][CH2:14][CH2:15]1.[Cl:22][CH2:23][Cl:24].[NH2:1][c:2]1[cH:3][cH:4][c:5]([NH2:6])[cH:7][cH:8]1>>[NH2:1][c:2]1[cH:3][cH:4][c:5]([NH:6][C:16]([CH2:17][CH2:18][CH3:19])=[O:20])[cH:7][cH:8]1.